Dataset: the Open Reaction Database (ORD), a public repository of structured organic reaction records. Task: describe an organic reaction: reactants, conditions, products, and yield RXN SMILES: [C:36]([CH2:37][P+:38]([CH3:39])([CH3:40])[CH3:41])#[N:42].[C:52](#[N:53])[CH2:54][CH3:55].[CH:43]([N:44]([CH2:45][CH3:46])[CH:47]([CH3:48])[CH3:49])([CH3:50])[CH3:51].[Cl:18][c:19]1[cH:20][c:21]([C:22](=[O:23])[NH:24][CH3:25])[cH:26][cH:27][c:28]1[N:29]1[CH2:30][CH2:31][NH:32][CH2:33][CH2:34]1.[ClH:17].[I-:35].[OH:1][CH2:2][c:3]1[cH:4][c:5]2[c:10]([n:11][cH:12]1)[N:9]1[CH:8]([C:7](=[O:16])[NH:6]2)[CH2:15][CH2:14][CH2:13]1>>[CH2:2]([c:3]1[cH:4][c:5]2[c:10]([n:11][cH:12]1)[N:9]1[CH:8]([C:7](=[O:16])[NH:6]2)[CH2:15][CH2:14][CH2:13]1)[N:32]1[CH2:31][CH2:30][N:29]([c:28]2[c:19]([Cl:18])[cH:20][c:21]([C:22](=[O:23])[NH:24][CH3:25])[cH:26][cH:27]2)[CH2:34][CH2:33]1. The product is CNC(=O)c1ccc(N2CCN(Cc3cnc4c(c3)NC(=O)C3CCCN43)CC2)c(Cl)c1. Reactants: C[P+](C)(C)CC#N, CCC#N, CCN(C(C)C)C(C)C, CNC(=O)c1ccc(N2CCNCC2)c(Cl)c1, Cl, [I-], O=C1Nc2cc(CO)cnc2N2CCCC12. Reactants: [Br-], Fc1ccc(C[P+](c2ccccc2)(c2ccccc2)c2ccccc2)cc1Oc1ccccc1, O=CC(F)=C(c1ccc(Cl)cc1)C1CC1, [Li]CCCC, C1CCOC1. Yields the product FC(C=Cc1ccc(F)c(Oc2ccccc2)c1)=C(c1ccc(Cl)cc1)C1CC1. Reaction SMILES: [Br-:1].[F:2][c:3]1[c:4]([O:29][c:30]2[cH:31][cH:32][cH:33][cH:34][cH:35]2)[cH:5][c:6]([CH2:7][P+:8]([c:9]2[cH:10][cH:11][cH:12][cH:13][cH:14]2)([c:15]2[cH:16][cH:17][cH:18][cH:19][cH:20]2)[c:21]2[cH:22][cH:23][cH:24][cH:25][cH:26]2)[cH:27][cH:28]1.[F:41][C:42]([CH:43]=[O:44])=[C:45]([c:46]1[cH:47][cH:48][c:49]([Cl:52])[cH:50][cH:51]1)[CH:53]1[CH2:54][CH2:55]1.[Li:36][CH2:37][CH2:38][CH2:39][CH3:40].[O:56]1[CH2:57][CH2:58][CH2:59][CH2:60]1>>[F:2][c:3]1[c:4]([O:29][c:30]2[cH:31][cH:32][cH:33][cH:34][cH:35]2)[cH:5][c:6]([CH:7]=[CH:43][C:42]([F:41])=[C:45]([c:46]2[cH:47][cH:48][c:49]([Cl:52])[cH:50][cH:51]2)[CH:53]2[CH2:54][CH2:55]2)[cH:27][cH:28]1. Reactants: Cc1on(CCl)c(=O)c1Cl, [K+], CCOP(=S)([S-])OCC. Yields the product CCOP(=S)(OCC)SCn1oc(C)c(Cl)c1=O. As a reaction SMILES: [Cl:11][c:12]1[c:13](=[O:20])[n:14]([CH2:18][Cl:19])[o:15][c:16]1[CH3:17].[K+:10].[P:1](=[S:2])([O:3][CH2:4][CH3:5])([O:6][CH2:7][CH3:8])[S-:9]>>[P:1](=[S:2])([O:3][CH2:4][CH3:5])([O:6][CH2:7][CH3:8])[S:9][CH2:18][n:14]1[c:13](=[O:20])[c:12]([Cl:11])[c:16]([CH3:17])[o:15]1. Starting materials: CCS(=O)(=O)N1CCC(c2c[nH]c3c(C(N)=O)cc(Br)cc23)CC1, CC(NCc1ccc(B(O)O)s1)C(C)(C)C, [K+], [K+], O=C([O-])[O-], c1ccc(P(c2ccccc2)(c2ccccc2)[Pd](P(c2ccccc2)(c2ccccc2)c2ccccc2)(P(c2ccccc2)(c2ccccc2)c2ccccc2)P(c2ccccc2)(c2ccccc2)c2ccccc2)cc1. The product is CCS(=O)(=O)N1CCC(c2c[nH]c3c(C(N)=O)cc(-c4ccc(CNC(C)C(C)(C)C)s4)cc23)CC1. Reaction SMILES: [Br:17][c:18]1[cH:19][c:20]2[c:21]([CH:30]3[CH2:31][CH2:32][N:33]([S:36](=[O:37])(=[O:38])[CH2:39][CH3:40])[CH2:34][CH2:35]3)[cH:22][nH:23][c:24]2[c:25]([C:27](=[O:28])[NH2:29])[cH:26]1.[CH3:1][CH:2]([C:3]([CH3:4])([CH3:5])[CH3:6])[NH:7][CH2:8][c:9]1[cH:10][cH:11][c:12]([B:14]([OH:15])[OH:16])[s:13]1.[K+:41].[K+:42].[O-:43][C:44]([O-:45])=[O:46].[cH:47]1[cH:48][cH:49][c:50]([P:51]([Pd:52]([P:53]([c:54]2[cH:55][cH:56][cH:57][cH:58][cH:59]2)([c:60]2[cH:61][cH:62][cH:63][cH:64][cH:65]2)[c:66]2[cH:67][cH:68][cH:69][cH:70][cH:71]2)([P:72]([c:73]2[cH:74][cH:75][cH:76][cH:77][cH:78]2)([c:79]2[cH:80][cH:81][cH:82][cH:83][cH:84]2)[c:85]2[cH:86][cH:87][cH:88][cH:89][cH:90]2)[P:91]([c:92]2[cH:93][cH:94][cH:95][cH:96][cH:97]2)([c:98]2[cH:99][cH:100][cH:101][cH:102][cH:103]2)[c:104]2[cH:105][cH:106][cH:107][cH:108][cH:109]2)([c:110]2[cH:111][cH:112][cH:113][cH:114][cH:115]2)[c:116]2[cH:117][cH:118][cH:119][cH:120][cH:121]2)[cH:122][cH:123]1>>[CH3:1][CH:2]([C:3]([CH3:4])([CH3:5])[CH3:6])[NH:7][CH2:8][c:9]1[cH:10][cH:11][c:12](-[c:18]2[cH:19][c:20]3[c:21]([CH:30]4[CH2:31][CH2:32][N:33]([S:36](=[O:37])(=[O:38])[CH2:39][CH3:40])[CH2:34][CH2:35]4)[cH:22][nH:23][c:24]3[c:25]([C:27](=[O:28])[NH2:29])[cH:26]2)[s:13]1. Reactants: C(C(C)(C)C)(=O)OC[C@H](C1=C(C2=C(N=C(S2)N2C(N(CCC2)C=2C=C3C=NN(C3=CC2)C)=O)C=C1C)C1=CC=C(C=C1)Cl)OC(C)(C)C ((S)-2-tert-butoxy-2-(7-(4-chlorophenyl)-5-methyl-2-(3-(1-methyl-1H-indazol-5-yl)-2-oxotetrahydropyrimidin-1(2H)-yl)benzo[d]thiazol-6-yl)ethyl pivalate), [OH-].[Na+] (sodium hydroxide). Solvent: O (water), C1CCOC1.CO (THF MeOH). Conditions: temperature 50 celsius. The product is C(C)(C)(C)O[C@H](CO)C1=C(C2=C(N=C(S2)N2C(N(CCC2)C=2C=C3C=NN(C3=CC2)C)=O)C=C1C)C1=CC=C(C=C1)Cl ((S)-1-(6-(1-tert-butoxy-2-hydroxyethyl)-7-(4-chlorophenyl)-5-methylbenzo[d]thiazol-2-yl)-3-(1-methyl-1H-indazol-5-yl)tetrahydropyrimidin-2(1H)-one). Reaction SMILES: C([O:7][CH2:8][C@@H:9]([O:44][C:45]([CH3:48])([CH3:47])[CH3:46])[C:10]1[C:35]([CH3:36])=[CH:34][C:13]2[N:14]=[C:15]([N:17]3[CH2:22][CH2:21][CH2:20][N:19]([C:23]4[CH:24]=[C:25]5[C:29](=[CH:30][CH:31]=4)[N:28]([CH3:32])[N:27]=[CH:26]5)[C:18]3=[O:33])[S:16][C:12]=2[C:11]=1[C:37]1[CH:42]=[CH:41][C:40]([Cl:43])=[CH:39][CH:38]=1)(=O)C(C)(C)C.[OH-].[Na+]>C1COCC1.CO.O>[C:45]([O:44][C@@H:9]([C:10]1[C:35]([CH3:36])=[CH:34][C:13]2[N:14]=[C:15]([N:17]3[CH2:22][CH2:21][CH2:20][N:19]([C:23]4[CH:24]=[C:25]5[C:29](=[CH:30][CH:31]=4)[N:28]([CH3:32])[N:27]=[CH:26]5)[C:18]3=[O:33])[S:16][C:12]=2[C:11]=1[C:37]1[CH:38]=[CH:39][C:40]([Cl:43])=[CH:41][CH:42]=1)[CH2:8][OH:7])([CH3:48])([CH3:46])[CH3:47] |f:1.2,3.4|. Reported procedure: To the solution of ((S)-2-tert-butoxy-2-(7-(4-chlorophenyl)-5-methyl-2-(3-(1-methyl-1H-indazol-5-yl)-2-oxotetrahydropyrimidin-1(2H)-yl)benzo[d]thiazol-6-yl)ethyl pivalate (20 mg) in THF/MeOH (1 mL/1 mL) was added sodium hydroxide solution (1 mL, 1 N, 1 mmol). The mixture was heated at 50° C. for 12 hours. The mixture was diluted with water, and extracted with ethyl acetate. The organic phase was washed with water and brine, dried over sodium sulfate and filtered. Concentration gave (S)-1-(6-(1-t...